Dataset: the Open Reaction Database (ORD), a public repository of structured organic reaction records. Task: describe an organic reaction: reactants, conditions, products, and yield Starting materials: CC(C)=O, O=Cc1ccc2c(c1)OCO2, [Na+], [OH-], O. The product is CC(=O)C=Cc1ccc2c(c1)OCO2. RXN SMILES: [CH3:14][C:15]([CH3:16])=[O:17].[CH:3](=[O:4])[c:5]1[cH:6][cH:7][c:8]2[c:12]([cH:13]1)[O:11][CH2:10][O:9]2.[Na+:2].[OH-:1].[OH2:18]>>[CH:3]([c:5]1[cH:6][cH:7][c:8]2[c:12]([cH:13]1)[O:11][CH2:10][O:9]2)=[CH:14][C:15]([CH3:16])=[O:17]. The reactants are C(#N)C=1SC2=C(N1)C=CC(=C2C#N)/N=C/N(C)C ((E)-N′-(2,7-dicyanobenzo[d]thiazol-6-yl)-N,N-dimethylformimidamide), ClC=1C=C(N)C=CC1 (3-chloroaniline), [K+].[Br-] (KBr). Solvent: C(Cl)Cl.CCOC(=O)C (DCM EtOAc). The product is ClC=1C=C(C=CC1)NC1=NC=NC2=CC=C3C(=C12)SC(=N3)C#N (9-(3-Chlorophenylamino)thiazolo[5,4-f]quinazoline-2-carbonitrile). The yield is 74.0%. RXN SMILES: [C:1]([C:3]1[S:4][C:5]2[C:11]([C:12]#[N:13])=[C:10](/[N:14]=[CH:15]/[N:16](C)C)[CH:9]=[CH:8][C:6]=2[N:7]=1)#[N:2].[Cl:19][C:20]1[CH:21]=[C:22]([CH:24]=[CH:25][CH:26]=1)N.[K+].[Br-]>C(Cl)Cl.CCOC(C)=O>[Cl:19][C:20]1[CH:26]=[C:25]([NH:13][C:12]2[C:11]3[C:10](=[CH:9][CH:8]=[C:6]4[N:7]=[C:3]([C:1]#[N:2])[S:4][C:5]4=3)[N:14]=[CH:15][N:16]=2)[CH:24]=[CH:22][CH:21]=1 |f:2.3,4.5|. Reported procedure: Prepared from VII and 3-chloroaniline. Flash chromatography eluent (DCM-EtOAc, 7:3). Yield: 74%; pale yellow solid; mp>260° C.; IR (KBr) νmax/cm−1 2849, 2226, 1643, 1611, 1577, 1461, 1377, 1354, 1306, 1218, 1161, 1128, 1070, 974, 875, 833; 1H NMR (300 MHz, DMSO-d6) δ 8.49 (d, 1H, J=9.0 Hz), 8.21 (s, 1H), 7.74 (d, 1H, J=9.0 Hz), 7.40-7.35 (m, 2H), 7.19-7.11 (m, 2H); HRMS calcd for C16H9N5SCl (M+H+): 338.0267, found 338.0259. The reactants are FC1=CC=C(C=C1)C1=C(C=2C(=NC(=C(C2)C(=C)C)N(S(=O)(=O)C)C)O1)C(=O)NC (2-(4-fluorophenyl)-N-methyl-6-(N-methylmethylsulfonamido)-5-(prop-1-en-2-yl)furo[2,3-b]pyridine-3-carboxamide), C[N+]1(CCOCC1)[O-] (NMO), potassium osmate dihydrate, CC(=O)C (acetone). The product is OCC(C)(O)C=1C=C2C(=NC1N(S(=O)(=O)C)C)OC(=C2C(=O)NC)C2=CC=C(C=C2)F (5-(1,2-dihydroxypropan-2-yl)-2-(4-fluorophenyl)-N-methyl-6-(N-methylmethylsulfonamido)furo[2,3-b]pyridine-3-carboxamide). As a reaction SMILES: [F:1][C:2]1[CH:7]=[CH:6][C:5]([C:8]2[O:25][C:11]3=[N:12][C:13]([N:19]([CH3:24])[S:20]([CH3:23])(=[O:22])=[O:21])=[C:14](C(C)=C)[CH:15]=[C:10]3[C:9]=2[C:26]([NH:28][CH3:29])=[O:27])=[CH:4][CH:3]=1.C[N+]1([O-])CC[O:34]CC1.[CH3:38][C:39]([CH3:41])=[O:40]>>[OH:34][CH2:38][C:39]([C:14]1[CH:15]=[C:10]2[C:9]([C:26]([NH:28][CH3:29])=[O:27])=[C:8]([C:5]3[CH:6]=[CH:7][C:2]([F:1])=[CH:3][CH:4]=3)[O:25][C:11]2=[N:12][C:13]=1[N:19]([CH3:24])[S:20]([CH3:23])(=[O:22])=[O:21])([OH:40])[CH3:41]. Procedure details: To 2-(4-fluorophenyl)-N-methyl-6-(N-methylmethylsulfonamido)-5-(prop-1-en-2-yl)furo[2,3-b]pyridine-3-carboxamide (11 mg, 0.026 mmol) in acetone (1 ml) was added NMO (9.26 mg, 0.079 mmol) and potassium osmate dihydrate (0.971 mg, 2.64 μmol). After LCMS indicated predominant conversion of starting material to product, the reaction mixture was purified by HPLC to afford the title compound. MS (ESI) m/z 452.0 (M+1). 2 rotamers confirmed by 2D NMR: 1H NMR (400 MHz, CD3CN) δ ppm 8.66, 8.64 (s, 1H), 8.... Starting materials: O=C([O-])[O-], CO, Fc1ccc(S)cc1, [K+], [K+], CC(SC(C#C[Si](C)(C)C)=Nc1ccccc1)C1CCCC1. Product: CC(SC(C=CSc1ccc(F)cc1)=Nc1ccccc1)C1CCCC1. RXN SMILES: [C:23](=[O:24])([O-:25])[O-:26].[CH3:37][OH:38].[F:29][c:30]1[cH:31][cH:32][c:33]([SH:36])[cH:34][cH:35]1.[K+:27].[K+:28].[c:1]1([N:7]=[C:8]([C:9]#[C:10][Si:11]([CH3:12])([CH3:13])[CH3:14])[S:15][CH:16]([CH3:17])[CH:18]2[CH2:19][CH2:20][CH2:21][CH2:22]2)[cH:2][cH:3][cH:4][cH:5][cH:6]1>>[c:1]1([N:7]=[C:8]([CH:9]=[CH:10][S:36][c:33]2[cH:32][cH:31][c:30]([F:29])[cH:35][cH:34]2)[S:15][CH:16]([CH3:17])[CH:18]2[CH2:19][CH2:20][CH2:21][CH2:22]2)[cH:2][cH:3][cH:4][cH:5][cH:6]1. Starting materials: COC(=O)C=1N=C(SC1)NC([C@H](CC1=CC=CC=C1)NC(C(C1=CC(=C(C=C1)OC)C)NC(=O)OCC1=CC=CC=C1)=O)=O (2-{(S)-2-[2-benzyloxycarbonylamino-2-(4-methoxy-3-methyl-phenyl)-acetylamino]-3-phenyl-propionylamino}-thiazole-4-carboxylic acid methyl ester), C(=O)O (formic acid). The reagents and catalysts are [Pd] (palladium black). Solvent: CO (methanol). Run at time 0.5 hour. Yields the product COC(=O)C=1N=C(SC1)NC([C@H](CC1=CC=CC=C1)NC(C(C1=CC(=C(C=C1)OC)C)N)=O)=O (2-{(S)-2-[2-amino-2-(4-methoxy-3-methyl-phenyl)-acetylamino]-3-phenyl-propionylamino}-thiazole-4-carboxylic acid methyl ester), foam. Isolated yield 93.0%. Reaction SMILES: [CH3:1][O:2][C:3]([C:5]1[N:6]=[C:7]([NH:10][C:11](=[O:44])[C@@H:12]([NH:20][C:21](=[O:43])[CH:22]([NH:32]C(OCC2C=CC=CC=2)=O)[C:23]2[CH:28]=[CH:27][C:26]([O:29][CH3:30])=[C:25]([CH3:31])[CH:24]=2)[CH2:13][C:14]2[CH:19]=[CH:18][CH:17]=[CH:16][CH:15]=2)[S:8][CH:9]=1)=[O:4].C(O)=O>CO.[Pd]>[CH3:1][O:2][C:3]([C:5]1[N:6]=[C:7]([NH:10][C:11](=[O:44])[C@@H:12]([NH:20][C:21](=[O:43])[CH:22]([NH2:32])[C:23]2[CH:28]=[CH:27][C:26]([O:29][CH3:30])=[C:25]([CH3:31])[CH:24]=2)[CH2:13][C:14]2[CH:15]=[CH:16][CH:17]=[CH:18][CH:19]=2)[S:8][CH:9]=1)=[O:4]. Reported procedure: To a solution of 2-{(S)-2-[2-benzyloxycarbonylamino-2-(4-methoxy-3-methyl-phenyl)-acetylamino]-3-phenyl-propionylamino}-thiazole-4-carboxylic acid methyl ester (1.0 g, 1.62 mmol) in methanol (40 mL) was added formic acid (4 g, 87 mmol). The solution was then degassed with nitrogen for 10 minute, followed by the addition of palladium black (1 g, 9.4 mmol). The reaction mixture was stirred at room temperature under nitrogen for 0.5 hours. The reaction mixture was filtered through a short pad of ce... Starting materials: N1C(C2(C3=CC=CC=C13)COC=1C2=CC2=C(OCO2)C1)=O (spiro[furo[2,3-f][1,3]benzodioxole-7,3′-indol]-2′(1′H)-one), BrCC=1OC(=CC1)C(F)(F)F (2-(bromomethyl)-5-(trifluoromethyl)furan), BrC1=C2C3(C(NC2=CC=C1)=O)COC=1C3=CC3=C(OCO3)C1 (4′-bromospiro[furo[2,3-f][1,3]benzodioxole-7,3′-indol]-2′(1′H)-one), ClCC=1N=C(OC1)C(C)C (4-chloromethyl-2-isopropyloxazole). The product is C(C)(C)C=1OC=C(N1)CN1C(C2(C3=CC=CC=C13)COC=1C2=CC2=C(OCO2)C1)=O (1′-[(2-isopropyl-1,3-oxazol-4-yl)methyl]spiro[furo[2,3-f][1,3]benzodioxole-7,3′-indol]-2′(1′H)-one). As a reaction SMILES: [NH:1]1[C:9]2[C:4](=[CH:5][CH:6]=[CH:7][CH:8]=2)[C:3]2([C:13]3=[CH:14][C:15]4[O:19][CH2:18][O:17][C:16]=4[CH:20]=[C:12]3[O:11][CH2:10]2)[C:2]1=[O:21].BrC1C=C[CH:29]=[C:28]2[C:24]=1[C:25]1([C:36]3=CC4OCOC=4C=C3O[CH2:33]1)[C:26](=[O:32])[NH:27]2.ClCC1N=C(C(C)C)OC=1.BrCC1OC(C(F)(F)F)=CC=1>>[CH:25]([C:26]1[O:32][CH:24]=[C:28]([CH2:29][N:1]2[C:9]3[C:4](=[CH:5][CH:6]=[CH:7][CH:8]=3)[C:3]3([C:13]4=[CH:14][C:15]5[O:19][CH2:18][O:17][C:16]=5[CH:20]=[C:12]4[O:11][CH2:10]3)[C:2]2=[O:21])[N:27]=1)([CH3:36])[CH3:33]. Procedure: Following the procedure described in EXAMPLE 10.47, and making non-critical variations using spiro[furo[2,3-f][1,3]benzodioxole-7,3′-indol]-2′(1′H)-one to replace 4′-bromospiro[furo[2,3-f][1,3]benzodioxole-7,3′-indol]-2′(1′H)-one, and 4-chloromethyl-2-isopropyloxazole to replace 2-(bromomethyl)-5-(trifluoromethyl)furan, the title compound was obtained (22%) as a colorless solid: mp 118-120° C.; 1H NMR (300 MHz, DMSO-d6) δ 7.97 (s, 1H), 7.24 (t, 1H), 7.13 (d, 1H), 7.05 (d, 1H), 6.98 (t, 1H), 6.65... The reactants are N1[C@H](C(=O)O)CCC1.C(C1=CC=CC=C1)NC([C@@H](N)[C@@H](C)CC)=O (L-proline L-isoleucine benzylamide), C([O-])([O-])=O.[Na+].[Na+] (sodium carbonate), BrCC(=O)OC (methyl alpha-bromoacetate). The solvent is C(C)#N (acetonitrile). The product is COC(CN1[C@H](C(=O)N(C([C@@H](N)[C@@H](C)CC)=O)CC2=CC=CC=C2)CCC1)=O (L-isoleucine, N-[1-(2-methoxy-2-oxoethyl)-L-prolyl] benzylamide). Isolated yield 85.6%. Reaction SMILES: [NH:1]1[CH2:8][CH2:7][CH2:6][C@H:2]1[C:3]([OH:5])=O.[CH2:9]([NH:16][C:17](=[O:24])[C@H:18]([C@H:20]([CH2:22][CH3:23])[CH3:21])[NH2:19])[C:10]1[CH:15]=[CH:14][CH:13]=[CH:12][CH:11]=1.C(=O)([O-])[O-].[Na+].[Na+].Br[CH2:32][C:33]([O:35][CH3:36])=[O:34]>C(#N)C>[CH3:36][O:35][C:33](=[O:34])[CH2:32][N:1]1[CH2:8][CH2:7][CH2:6][C@H:2]1[C:3]([N:16]([CH2:9][C:10]1[CH:15]=[CH:14][CH:13]=[CH:12][CH:11]=1)[C:17](=[O:24])[C@H:18]([C@H:20]([CH2:22][CH3:23])[CH3:21])[NH2:19])=[O:5] |f:0.1,2.3.4|. Procedure details: Using the procedure described in example 5, treatment of L-proline-L-isoleucine benzylamide (47 mg, 0.15 mmol), with sodium carbonate (31 mg, 0.29 mmol, 2.0 eq), and methyl alpha-bromoacetate (113 mg, 0.74 mmol, 5.0 eq) in acetonitrile (5 mL), provided 50 mg (87%) of L-isoleucine, N-[1-(2-methoxy-2-oxoethyl)-L-prolyl] benzylamide as a white foam. Reactants: ClCC=1C=C(C=CC1)C(C(C(=O)C1=CC(=CC(=C1)F)F)=C1NC2=C(N1)C=CC=C2)=O (1-[3-(chloromethyl)phenyl]-3-(3,5-difluorophenyl)-2-(1,3-dihydro-2H-benzimidazol-2-ylidene)propane-1,3-dione), C(C)(=O)[O-].[K+] (potassium acetate), [Cl-].[NH4+] (ammonium chloride). Product: C(C)(=O)OCC1=CC(=CC=C1)C(C(C(=O)C1=CC(=CC(=C1)F)F)=C1NC2=C(N1)C=CC=C2)=O (3-[3-(3,5-difluorophenyl)-2-(1,3-dihydro-2H-benzimidazol-2-ylidene)-3-oxopropanoyl]benzyl acetate). Reaction conditions: time 2 day. Procedure: After adding 35 mg of potassium acetate to 2 ml of DMSO solution containing 100 mg of 1-[3-(chloromethyl)phenyl]-3-(3,5-difluorophenyl)-2-(1,3-dihydro-2H-benzimidazol-2-ylidene)propane-1,3-dione, the mixture was stirred at room temperature for about 2 days. The reaction liquid was mixed with an appropriate amount of saturated ammonium chloride aqueous solution, extracted several times with ethyl acetate, dried with anhydrous magnesium sulfate and concentrated, and then the thus formed residue wa... The solvent is CS(=O)C (DMSO). Reaction SMILES: [C:1]([O-:4])(=[O:3])[CH3:2].[K+].Cl[CH2:7][C:8]1[CH:9]=[C:10]([C:14](=[O:35])[C:15](=[C:26]2[NH:30][C:29]3[CH:31]=[CH:32][CH:33]=[CH:34][C:28]=3[NH:27]2)[C:16]([C:18]2[CH:23]=[C:22]([F:24])[CH:21]=[C:20]([F:25])[CH:19]=2)=[O:17])[CH:11]=[CH:12][CH:13]=1.[Cl-].[NH4+]>CS(C)=O>[C:1]([O:4][CH2:7][C:8]1[CH:13]=[CH:12][CH:11]=[C:10]([C:14](=[O:35])[C:15](=[C:26]2[NH:27][C:28]3[CH:34]=[CH:33][CH:32]=[CH:31][C:29]=3[NH:30]2)[C:16]([C:18]2[CH:23]=[C:22]([F:24])[CH:21]=[C:20]([F:25])[CH:19]=2)=[O:17])[CH:9]=1)(=[O:3])[CH3:2] |f:0.1,3.4|. Isolated yield 64.4%. Yield: 19.2%. Reaction conditions: time 30 minute. The reactants are Cl (HCl), [N+](=O)([O-])C1=NC=CC=C1OC (2-nitro-3-methoxypyridine), ClCP(OCC)(OCC)=O (diethyl chloromethylphosphonate), C(C)(C)(C)O[Na] (t-BuONa). As a reaction SMILES: [N+:1]([C:4]1[C:9]([O:10][CH3:11])=[CH:8][CH:7]=[CH:6][N:5]=1)([O-])=O.Cl[CH2:13][P:14](=[O:21])([O:18][CH2:19][CH3:20])[O:15][CH2:16][CH3:17].C(O[Na])(C)(C)C.Cl>CS(C)=O>[NH2:1][C:4]1[N:5]=[CH:6][C:7]([CH2:13][P:14](=[O:21])([O:18][CH2:19][CH3:20])[O:15][CH2:16][CH3:17])=[CH:8][C:9]=1[O:10][CH3:11]. The solvent is CS(=O)C (DMSO), CS(=O)C (DMSO). Procedure details: A solution of 2-nitro-3-methoxypyridine (300 mg, 1.95 mmol) and diethyl chloromethylphosphonate (363 mg, 1.95 mmol) in DMSO (4 mL) was added dropwise to vigorously stirred solution of t-BuONa (0.561 g, 5.84 mmol) in DMSO (4 mL) at room temperature. The reaction mixture turned to deep orange immediately. Stirring was continued for 30 min, then the mixture was poured into 1 M HCl (aq) (10 mL). The product was extracted into ether (3×30 mL), dried over MgSO4, concentrated, and purified by silica ge... The product is NC1=C(C=C(C=N1)CP(OCC)(OCC)=O)OC (diethyl [(6-amino-5-methoxypyridin-3-yl)methyl]phosphonate).